This data is from the Open Reaction Database (ORD), a public repository of structured organic reaction records. The task is: describe an organic reaction: reactants, conditions, products, and yield Starting materials: CCCC[N+](CCCC)(CCCC)CCCC, O=Cc1cc(Cl)ccc1O, ClCC=CCCl, [Na+], [OH-], [OH-], O. Product: O=Cc1cc(Cl)ccc1OCC=CCCl. Reaction SMILES: [CH2:2]([N+:3]([CH2:4][CH2:5][CH2:6][CH3:7])([CH2:8][CH2:9][CH2:10][CH3:11])[CH2:12][CH2:13][CH2:14][CH3:15])[CH2:16][CH2:17][CH3:18].[Cl:19][c:20]1[cH:21][cH:22][c:23]([OH:28])[c:24]([CH:25]=[O:26])[cH:27]1.[Cl:29][CH2:30][CH:31]=[CH:32][CH2:33][Cl:34].[Na+:36].[OH-:1].[OH-:35].[OH2:37]>>[Cl:19][c:20]1[cH:21][cH:22][c:23]([O:28][CH2:33][CH:32]=[CH:31][CH2:30][Cl:29])[c:24]([CH:25]=[O:26])[cH:27]1. Starting materials: CC(=O)O[BH-](OC(C)=O)OC(C)=O, CC(=O)O, C1CCOC1, CNC, ClCCCl, Nc1ncc(-c2cccc(C=O)c2)c2scc(-c3ccc4c(c3)CCN4C(=O)Cc3ccccc3)c12, [Na+]. Product: CN(C)Cc1cccc(-c2cnc(N)c3c(-c4ccc5c(c4)CCN5C(=O)Cc4ccccc4)csc23)c1. As a reaction SMILES: [C:1]([O:2][BH-:3]([O:4][C:5](=[O:6])[CH3:7])[O:8][C:9](=[O:10])[CH3:11])(=[O:12])[CH3:13].[C:59]([OH:60])(=[O:61])[CH3:62].[CH2:54]1[O:55][CH2:56][CH2:57][CH2:58]1.[CH3:51][NH:52][CH3:53].[Cl:63][CH2:64][CH2:65][Cl:66].[NH2:15][c:16]1[n:17][cH:18][c:19](-[c:43]2[cH:44][c:45]([CH:46]=[O:47])[cH:48][cH:49][cH:50]2)[c:20]2[c:21]1[c:22](-[c:25]1[cH:26][c:27]3[c:31]([cH:32][cH:33]1)[N:30]([C:34]([CH2:35][c:36]1[cH:37][cH:38][cH:39][cH:40][cH:41]1)=[O:42])[CH2:29][CH2:28]3)[cH:23][s:24]2.[Na+:14]>>[NH2:15][c:16]1[n:17][cH:18][c:19](-[c:43]2[cH:44][c:45]([CH2:46][N:52]([CH3:51])[CH3:53])[cH:48][cH:49][cH:50]2)[c:20]2[c:21]1[c:22](-[c:25]1[cH:26][c:27]3[c:31]([cH:32][cH:33]1)[N:30]([C:34]([CH2:35][c:36]1[cH:37][cH:38][cH:39][cH:40][cH:41]1)=[O:42])[CH2:29][CH2:28]3)[cH:23][s:24]2. Product: CCCCC1CCN(CCCN2C(=O)CCc3cc(F)c(F)cc32)CC1. Reactants: CCCCC1CCNCC1, CC#N, O=C1CCc2cc(F)c(F)cc2N1CCCCl, [I-], [K+], [K+], [Na+], O=C([O-])[O-]. As a reaction SMILES: [CH2:18]([CH2:19][CH2:20][CH3:21])[CH:22]1[CH2:23][CH2:24][NH:25][CH2:26][CH2:27]1.[CH3:36][C:37]#[N:38].[Cl:1][CH2:2][CH2:3][CH2:4][N:5]1[C:6](=[O:17])[CH2:7][CH2:8][c:9]2[cH:10][c:11]([F:16])[c:12]([F:15])[cH:13][c:14]21.[I-:28].[K+:30].[K+:31].[Na+:29].[O-:32][C:33]([O-:34])=[O:35]>>[CH2:2]([CH2:3][CH2:4][N:5]1[C:6](=[O:17])[CH2:7][CH2:8][c:9]2[cH:10][c:11]([F:16])[c:12]([F:15])[cH:13][c:14]21)[N:25]1[CH2:24][CH2:23][CH:22]([CH2:18][CH2:19][CH2:20][CH3:21])[CH2:27][CH2:26]1. Starting materials: C(C)(=O)OCC (ethyl acetate), C(C)OP(=O)(OCC)CC(=O)OC(C)(C)C (tert-butyl diethylphosphonoacetate), C(C)(C)I (isopropyl iodide), [H-].[Na+] (sodium hydride). The solvent is CN(C=O)C (dimethylformamide). Reaction conditions: temperature 0 celsius, time 15 minute. Yields the product C(C)OP(=O)(OCC)C(C(=O)OC(C)(C)C)C(C)C (tert-Butyl 2-(diethoxyphosphoryl)-3-methylbutyrate). Reaction SMILES: [CH2:1]([O:3][P:4]([CH2:9][C:10]([O:12][C:13]([CH3:16])([CH3:15])[CH3:14])=[O:11])([O:6][CH2:7][CH3:8])=[O:5])[CH3:2].[H-].[Na+].[CH:19](I)([CH3:21])[CH3:20].C(OCC)(=O)C>CN(C)C=O>[CH2:7]([O:6][P:4]([CH:9]([CH:19]([CH3:21])[CH3:20])[C:10]([O:12][C:13]([CH3:14])([CH3:16])[CH3:15])=[O:11])([O:3][CH2:1][CH3:2])=[O:5])[CH3:8] |f:1.2|. Reported procedure: 5.5 ml of tert-butyl diethylphosphonoacetate are dissolved in 20 ml of dimethylformamide, and 820 mg of sodium hydride (60% strength in paraffin oil) are added a little at a time at 0° C. The suspension is stirred at 0° C. for 15 minutes, and 2.4 ml of isopropyl iodide are then added. The mixture is stirred at room temperature for 12 hours. 250 ml of ethyl acetate are then added, and the reaction mixture is washed three times with in each case 150 ml of water. The organic phase is dried over MgS... Starting materials: ClCC1=C(C=C(C(=C1)OC)[N+](=O)[O-])F (1-(chloromethyl)-2-fluoro-5-methoxy-4-nitrobenzene), FC1=C(C=CC(=C1OC)[N+](=O)[O-])CO ((2-fluoro-3-methoxy-4-nitrophenyl)methanol), FC1=C(C=CC(=C1OC)[N+](=O)[O-])CO ((2-fluoro-3-methoxy-4-nitrophenyl)methanol). Yields the product ClCC1=C(C(=C(C=C1)[N+](=O)[O-])OC)F (1-(chloromethyl)-2-fluoro-3-methoxy-4-nitrobenzene). RXN SMILES: [Cl:1][CH2:2][C:3]1[CH:8]=[C:7]([O:9][CH3:10])[C:6]([N+:11]([O-:13])=[O:12])=[CH:5][C:4]=1F.[F:15]C1C(OC)=C([N+]([O-])=O)C=CC=1CO>>[Cl:1][CH2:2][C:3]1[CH:4]=[CH:5][C:6]([N+:11]([O-:13])=[O:12])=[C:7]([O:9][CH3:10])[C:8]=1[F:15]. Procedure details: The title compound was prepared using the procedure from Compound 130C (1-(chloromethyl)-2-fluoro-5-methoxy-4-nitrobenzene) with (2-fluoro-3-methoxy-4-nitrophenyl)methanol (Compound 147D). 1H NMR (CDCl3, 400 MHz): δ=4.10 (d, J=1.77 Hz, 3 H), 4.64 (d, J=1.52 Hz, 2 H), 7.62 (dd, J=8.59, 1.77 Hz, 1 H). MS (ES+): m/z 220.00 [MH+] (TOF, polar). The reactants are BrCC=1C=C(C=CC1)NC(COC1=CC=C(C=C1)OCCCCCCCCCCCCCCCC)=O (N-[3-(bromomethyl)phenyl]-2-[4-(hexadecyloxy)phenoxy]acetamide), CC1=CN=CS1 (5-methyl thiazole). Run in C1(=CC=CC=C1)C (toluene). The product is [Br-].C(CCCCCCCCCCCCCCC)OC1=CC=C(OCC(=O)NC=2C=C(C=CC2)C[N+]2=CSC(=C2)C)C=C1 (3-[[3-[[[4-(Hexadecyloxy)phenoxy]acetyl]amino]phenyl]methyl]-5-methyl-thiazolium bromide). Isolated yield 76.0%. Reaction SMILES: [Br:1][CH2:2][C:3]1[CH:4]=[C:5]([NH:9][C:10](=[O:36])[CH2:11][O:12][C:13]2[CH:18]=[CH:17][C:16]([O:19][CH2:20][CH2:21][CH2:22][CH2:23][CH2:24][CH2:25][CH2:26][CH2:27][CH2:28][CH2:29][CH2:30][CH2:31][CH2:32][CH2:33][CH2:34][CH3:35])=[CH:15][CH:14]=2)[CH:6]=[CH:7][CH:8]=1.[CH3:37][C:38]1[S:42][CH:41]=[N:40][CH:39]=1>C1(C)C=CC=CC=1>[Br-:1].[CH2:20]([O:19][C:16]1[CH:17]=[CH:18][C:13]([O:12][CH2:11][C:10]([NH:9][C:5]2[CH:4]=[C:3]([CH2:2][N+:40]3[CH:39]=[C:38]([CH3:37])[S:42][CH:41]=3)[CH:8]=[CH:7][CH:6]=2)=[O:36])=[CH:14][CH:15]=1)[CH2:21][CH2:22][CH2:23][CH2:24][CH2:25][CH2:26][CH2:27][CH2:28][CH2:29][CH2:30][CH2:31][CH2:32][CH2:33][CH2:34][CH3:35] |f:3.4|. Procedure details: A mixture of 1.9 g of N-[3-(bromomethyl)phenyl]-2-[4-(hexadecyloxy)phenoxy]acetamide and 1.68 g of 5-methyl thiazole in 25 ml of toluene is refluxed under argon for 5.5 hours then concentrated to a residue which is mixed with ether and the solid collected by centrifugation then washed several times with ether. The solid is vacuum dried to give 1.7 g of the desired product as a white solid, m.p. 121°-124° C. Reactants: C(C)(C)(C)OC(NC1CCN(CC1)C1=NC(=NC=C1)Cl)=O ([1-(2-Chloro-pyrimidin-4-yl)-piperidin-4-yl]-carbamic acid tert-butyl ester). The reagents and catalysts are [Pd] (Pd/C). Run in C(C)O (ethanol), C(C)(=O)O (acetic acid). Run at time 5 hour. The product is C(C)(C)(C)OC(NC1CCN(CC1)C1=NC=NC=C1)=O ((1-Pyrimidin-4-yl-piperidin-4-yl)-carbamic acid tert-butyl ester). As a reaction SMILES: [C:1]([O:5][C:6](=[O:21])[NH:7][CH:8]1[CH2:13][CH2:12][N:11]([C:14]2[CH:19]=[CH:18][N:17]=[C:16](Cl)[N:15]=2)[CH2:10][CH2:9]1)([CH3:4])([CH3:3])[CH3:2]>C(O)C.C(O)(=O)C.[Pd]>[C:1]([O:5][C:6](=[O:21])[NH:7][CH:8]1[CH2:13][CH2:12][N:11]([C:14]2[CH:19]=[CH:18][N:17]=[CH:16][N:15]=2)[CH2:10][CH2:9]1)([CH3:4])([CH3:2])[CH3:3]. Reported procedure: To a solution of 395 mg [1-(2-Chloro-pyrimidin-4-yl)-piperidin-4-yl]-carbamic acid tert-butyl ester in 10 mL ethanol and 0.3 mL acetic acid, 20 mg Pd/C (10%) were added and the mixture purged with argon for 10 min. Then the mixture was stirred under a hydrogen atmosphere for 5 h at RT. After addition of 10 mL ethyl acetate the reaction mixture was filtered through a pad of celite. The solvent was evaporated under reduced pressure and the residue codistilled twice with toluene to give the product...